The task is: describe an organic reaction: reactants, conditions, products, and yield. This data is from the Open Reaction Database (ORD), a public repository of structured organic reaction records. Reaction SMILES: [CH3:1][c:2]1[cH:3][c:4]2[c:5]([o:13]1)[CH2:6][N:7]([CH3:12])[CH2:8][CH2:9][CH:10]2[OH:11].[F:14][c:15]1[cH:16][c:17]2[cH:18][cH:19][cH:20][cH:21][c:22]2[cH:23][cH:24]1>>[CH3:1][c:2]1[cH:3][c:4]2[c:5]([o:13]1)[CH2:6][N:7]([CH3:12])[CH2:8][CH2:9][CH:10]2[O:11][c:15]1[cH:16][c:17]2[cH:18][cH:19][cH:20][cH:21][c:22]2[cH:23][cH:24]1. The reactants are Cc1cc2c(o1)CN(C)CCC2O, Fc1ccc2ccccc2c1. The product is Cc1cc2c(o1)CN(C)CCC2Oc1ccc2ccccc2c1. Reactants: Br, C1COCCO1, COc1ccc(C(C)=O)c(F)c1, [Na+], [OH-], O. Product: COc1ccc(C(=O)O)c(F)c1. Reaction SMILES: [Br:3].[CH2:17]1[O:18][CH2:19][CH2:20][O:21][CH2:22]1.[F:4][c:5]1[c:6]([C:13]([CH3:14])=[O:15])[cH:7][cH:8][c:9]([O:11][CH3:12])[cH:10]1.[Na+:2].[OH-:1].[OH2:16]>>[O:1]=[C:13]([c:6]1[c:5]([F:4])[cH:10][c:9]([O:11][CH3:12])[cH:8][cH:7]1)[OH:15]. Starting materials: C(#C)C1(OC2=C(CC1)C(=C(C(=C2C)C)O)C)C (rac-3,4-dihydro-2-ethynyl-2,5,7,8-tetramethyl-2H-1-benzopyran-6-ol), IC1=C(N)C=CC=C1 (2-iodoaniline). The solvent is C(Cl)Cl (methylene chloride). The product is NC1=C(C=CC=C1)C#CC1(OC2=C(CC1)C(=C(C(=C2C)C)O)C)C (rac-2-[(2-Aminophenyl)ethynyl]-3,4-dihydro-2,5,7,8-tetramethyl-2H-1-benzopyran-6-ol). RXN SMILES: [C:1]([C:3]1([CH3:17])[CH2:8][CH2:7][C:6]2[C:9]([CH3:16])=[C:10]([OH:15])[C:11]([CH3:14])=[C:12]([CH3:13])[C:5]=2[O:4]1)#[CH:2].I[C:19]1[CH:25]=[CH:24][CH:23]=[CH:22][C:20]=1[NH2:21]>C(Cl)Cl>[NH2:21][C:20]1[CH:22]=[CH:23][CH:24]=[CH:25][C:19]=1[C:2]#[C:1][C:3]1([CH3:17])[CH2:8][CH2:7][C:6]2[C:9]([CH3:16])=[C:10]([OH:15])[C:11]([CH3:14])=[C:12]([CH3:13])[C:5]=2[O:4]1. Procedure: This compound was obtained by reacting rac-3,4-dihydro-2-ethynyl-2,5,7,8-tetramethyl-2H-1-benzopyran-6-ol with 2-iodoaniline under the conditions described in Example 26. The product was isolated by chromatography over the 40 fold amount of silica gel using methylene chloride. Crystallization from ether/hexane and recrystallization from cyclohexane gave pale yellow crystals with m.p. 110°-112°. Reactants: COC1=CC=C2C(=NC(=NC2=C1C)C1=NC(=CC=C1)C)O (7-Methoxy-8-methyl-2-(6-methyl-pyridin-2-yl)-quinazolin-4-ol), C(C)OC(=O)C12NC(C3CC(CN3C(N(CCCCC=CC2C1)C)=O)O)=O (17-Hydroxy-13-methyl-2,14-dioxo-3,13,15-triaza-tricyclo[13.3.0.0*4,6*]octadec-7-ene-4-carboxylic acid ethyl ester), ethyl ester. Product: COC1=CC=C2C(=NC(=NC2=C1C)C1=NC(=CC=C1)C)OC1CN2C(N(CCCCC=CC3CC3(NC(C2C1)=O)C(=O)O)C)=O (17-[7-Methoxy-8-methyl-2-(6-methyl-pyridin-2-yl)-quinazolin-4-yloxy]-13-methyl-2,14-dioxo-3,13,15-triaza-tricyclo[13.3.0.0*4,6*]octadec-7-ene-4-carboxylic acid). Isolated yield 11.6%. RXN SMILES: [CH3:1][O:2][C:3]1[C:12]([CH3:13])=[C:11]2[C:6]([C:7]([OH:21])=[N:8][C:9]([C:14]3[CH:19]=[CH:18][CH:17]=[C:16]([CH3:20])[N:15]=3)=[N:10]2)=[CH:5][CH:4]=1.C([O:24][C:25]([C:27]12[CH2:44][CH:43]1[CH:42]=[CH:41][CH2:40][CH2:39][CH2:38][CH2:37][N:36]([CH3:45])[C:35](=[O:46])[N:34]1[CH:30]([CH2:31][CH:32](O)[CH2:33]1)[C:29](=[O:48])[NH:28]2)=[O:26])C>>[CH3:1][O:2][C:3]1[C:12]([CH3:13])=[C:11]2[C:6]([C:7]([O:21][CH:32]3[CH2:31][CH:30]4[N:34]([C:35](=[O:46])[N:36]([CH3:45])[CH2:37][CH2:38][CH2:39][CH2:40][CH:41]=[CH:42][CH:43]5[C:27]([C:25]([OH:26])=[O:24])([NH:28][C:29]4=[O:48])[CH2:44]5)[CH2:33]3)=[N:8][C:9]([C:14]3[CH:19]=[CH:18][CH:17]=[C:16]([CH3:20])[N:15]=3)=[N:10]2)=[CH:5][CH:4]=1. Reported procedure: Quinazolinol derivative (117) (198 mg, 0.7 mmol) was coupled to compound 51 (268 mg, 0.7 mmol) followed by hydrolysis of the ethyl ester as described in example 52 which gave the title compound (50 mg, 10%). Starting materials: CC(C)(C)OC(=O)N1CCC(COc2ccc(Br)nc2)CC1, O=C([O-])[O-], COCCCSc1ccc(B(O)O)cc1, COCCOC, [Na+], [Na+], Cl[Pd]Cl, c1ccc(P(c2ccccc2)c2ccccc2)cc1, c1ccc(P(c2ccccc2)c2ccccc2)cc1. The product is COCCCSc1ccc(-c2ccc(OCC3CCN(C(=O)OC(C)(C)C)CC3)cn2)cc1. Reaction SMILES: [Br:16][c:17]1[cH:18][cH:19][c:20]([O:23][CH2:24][CH:25]2[CH2:26][CH2:27][N:28]([C:31](=[O:32])[O:33][C:34]([CH3:35])([CH3:36])[CH3:37])[CH2:29][CH2:30]2)[cH:21][n:22]1.[C:38](=[O:39])([O-:40])[O-:41].[CH3:1][O:2][CH2:3][CH2:4][CH2:5][S:6][c:7]1[cH:8][cH:9][c:10]([B:13]([OH:14])[OH:15])[cH:11][cH:12]1.[CH3:44][O:45][CH2:46][CH2:47][O:48][CH3:49].[Na+:42].[Na+:43].[Pd:50]([Cl:51])[Cl:52].[c:53]1([P:54]([c:55]2[cH:56][cH:57][cH:58][cH:59][cH:60]2)[c:61]2[cH:62][cH:63][cH:64][cH:65][cH:66]2)[cH:67][cH:68][cH:69][cH:70][cH:71]1.[c:72]1([P:73]([c:74]2[cH:75][cH:76][cH:77][cH:78][cH:79]2)[c:80]2[cH:81][cH:82][cH:83][cH:84][cH:85]2)[cH:86][cH:87][cH:88][cH:89][cH:90]1>>[CH3:1][O:2][CH2:3][CH2:4][CH2:5][S:6][c:7]1[cH:8][cH:9][c:10](-[c:17]2[cH:18][cH:19][c:20]([O:23][CH2:24][CH:25]3[CH2:26][CH2:27][N:28]([C:31](=[O:32])[O:33][C:34]([CH3:35])([CH3:36])[CH3:37])[CH2:29][CH2:30]3)[cH:21][n:22]2)[cH:11][cH:12]1.